Dataset: the Open Reaction Database (ORD), a public repository of structured organic reaction records. Task: describe an organic reaction: reactants, conditions, products, and yield Product: Cc1cc(NC(=O)c2ccc([N+](=O)[O-])cc2S(=O)(=O)O)ccc1S(=O)(=O)Nc1cc(S(=O)(=O)O)cc2cc(S(=O)(=O)O)cc(S(=O)(=O)O)c12. Reactants: CC(=O)[O-], O=C(OC(=O)c1ccc([N+](=O)[O-])cc1S(=O)(=O)O)c1ccc([N+](=O)[O-])cc1S(=O)(=O)O, Cc1cc(N)ccc1S(=O)(=O)Nc1cc(S(=O)(=O)O)cc2cc(S(=O)(=O)O)cc(S(=O)(=O)O)c12, [Na+], O, O, O, O. Reaction SMILES: [C:38]([O-:39])(=[O:40])[CH3:41].[N+:43]([c:44]1[cH:45][cH:46][c:47]([C:48](=[O:50])[O:52][C:53](=[O:49])[c:54]2[c:55]([S:63](=[O:64])(=[O:65])[OH:66])[cH:56][c:57]([N+:60](=[O:61])[O-:62])[cH:58][cH:59]2)[c:51]([S:67]([OH:68])(=[O:69])=[O:70])[cH:71]1)([O-:72])=[O:73].[NH2:1][c:2]1[cH:3][cH:4][c:5]([S:9](=[O:10])(=[O:11])[NH:12][c:13]2[cH:14][c:15]([S:31](=[O:32])(=[O:33])[OH:34])[cH:16][c:17]3[cH:18][c:19]([S:27](=[O:28])(=[O:29])[OH:30])[cH:20][c:21]([S:23](=[O:24])(=[O:25])[OH:26])[c:22]23)[c:6]([CH3:8])[cH:7]1.[Na+:42].[OH2:35].[OH2:36].[OH2:37].[OH2:74]>>[NH:1]([c:2]1[cH:3][cH:4][c:5]([S:9](=[O:10])(=[O:11])[NH:12][c:13]2[cH:14][c:15]([S:31](=[O:32])(=[O:33])[OH:34])[cH:16][c:17]3[cH:18][c:19]([S:27](=[O:28])(=[O:29])[OH:30])[cH:20][c:21]([S:23](=[O:24])(=[O:25])[OH:26])[c:22]23)[c:6]([CH3:8])[cH:7]1)[C:53](=[O:52])[c:54]1[c:55]([S:63](=[O:64])(=[O:65])[OH:66])[cH:56][c:57]([N+:60](=[O:61])[O-:62])[cH:58][cH:59]1. Starting materials: CCCCBr, C1CCOC1, CCCC[N+](CCCC)(CCCC)CCCC, [H-], [I-], [Na+], OCC1CCC(c2nc(-c3ccncc3)no2)CC1. Product: CCCCOCC1CCC(c2nc(-c3ccncc3)no2)CC1. As a reaction SMILES: [Br:22][CH2:23][CH2:24][CH2:25][CH3:26].[CH2:27]1[O:28][CH2:29][CH2:30][CH2:31]1.[CH2:33]([N+:34]([CH2:35][CH2:36][CH2:37][CH3:38])([CH2:39][CH2:40][CH2:41][CH3:42])[CH2:43][CH2:44][CH2:45][CH3:46])[CH2:47][CH2:48][CH3:49].[H-:20].[I-:32].[Na+:21].[n:1]1[cH:2][cH:3][c:4](-[c:7]2[n:8][o:9][c:10]([CH:12]3[CH2:13][CH2:14][CH:15]([CH2:18][OH:19])[CH2:16][CH2:17]3)[n:11]2)[cH:5][cH:6]1>>[n:1]1[cH:2][cH:3][c:4](-[c:7]2[n:8][o:9][c:10]([CH:12]3[CH2:13][CH2:14][CH:15]([CH2:18][O:19][CH2:23][CH2:24][CH2:25][CH3:26])[CH2:16][CH2:17]3)[n:11]2)[cH:5][cH:6]1. Starting materials: S(=O)(=O)([O-])[O-].[Mg+2] (magnesium sulfate), CC(C)(C)[S@](=O)N ((S)-(−)-2-methyl-2-propanesulfinamide), BrC1=CC(=C(C=O)C=C1)F (4-bromo-2-fluorobenzaldehyde), C1(=CC=C(C=C1)S(=O)(=O)[O-])C.[NH+]1=CC=CC=C1 (pyridinium-p-toluenesulfonate), S(=O)(=O)([O-])[O-].[Mg+2] (magnesium sulfate). The solvent is C(Cl)Cl (CH2Cl2). Reaction conditions: time 48 hour. Yields the product BrC1=CC(=C(C=C1)\C=N\S(=O)C(C)(C)C)F (N-[(1E)-(4-bromo-2-fluorophenyl)methylidene]-2-methylpropane-2-sulfinamide). Reaction SMILES: [CH3:1][C:2]([S@@:5]([NH2:7])=[O:6])([CH3:4])[CH3:3].[Br:8][C:9]1[CH:16]=[CH:15][C:12]([CH:13]=O)=[C:11]([F:17])[CH:10]=1.C1(C)C=CC(S([O-])(=O)=O)=CC=1.[NH+]1C=CC=CC=1.S([O-])([O-])(=O)=O.[Mg+2]>C(Cl)Cl>[Br:8][C:9]1[CH:16]=[CH:15][C:12](/[CH:13]=[N:7]/[S:5]([C:2]([CH3:4])([CH3:3])[CH3:1])=[O:6])=[C:11]([F:17])[CH:10]=1 |f:2.3,4.5|. Reported procedure: To a solution of (S)-(−)-2-methyl-2-propanesulfinamide (20.20 g, 0.167 mol) in 350 mL CH2Cl2 were added 4-bromo-2-fluorobenzaldehyde (35.53 g, 0.1750 mol), pyridinium-p-toluenesulfonate (2.09 g, 8.33 mmol), and magnesium sulfate (200.6 g, 1.667 mol). The reaction mixture was stirred at room temperature for 48 hours. Additional magnesium sulfate (100.3 g, 0.833 mol) was added, and the reaction was stirred 24 hours. The mixture was filtered through celite, washing with CH2Cl2 and concentrated in v... Reactants: COC(=O)[C@@H]1CC[C@H](CC1)C(N)=S (trans-4-thiocarbamoyl-cyclohexanecarboxylic acid methyl ester), COC(C)(N(C)C)OC (N,N-dimethylacetamide dimethyl acetal). Yields the product COC(=O)[C@@H]1CC[C@H](CC1)C(N=C(C)N(C)C)=S (trans-4-[1-Dimethylamino-ethylidenethiocarbamoyl]-cyclohexanecarboxylic acid methyl ester). Yield: 92.5%. RXN SMILES: [CH3:1][O:2][C:3]([C@H:5]1[CH2:10][CH2:9][C@H:8]([C:11](=[S:13])[NH2:12])[CH2:7][CH2:6]1)=[O:4].CO[C:16](OC)([N:18]([CH3:20])[CH3:19])[CH3:17]>>[CH3:1][O:2][C:3]([C@H:5]1[CH2:10][CH2:9][C@H:8]([C:11](=[S:13])[N:12]=[C:16]([N:18]([CH3:20])[CH3:19])[CH3:17])[CH2:7][CH2:6]1)=[O:4]. Procedure details: A mixture of trans-4-thiocarbamoyl-cyclohexanecarboxylic acid methyl ester (0.72 g, 3.6 mmol) and N,N-dimethylacetamide dimethyl acetal (0.95 g, 7.2 mmol) was stirred at room temperature over night. The solvent was evaporated. Flash-chromatography with n-heptane/ethyl acetate as eluent gave the title compound (0.90 g, 93%) as yellow oil. MS m/e: 271 ([M+H]+) Reactants: [H-].[Al+3].[Li+].[H-].[H-].[H-] (Lithium aluminum hydride), COC=1C=C(\C=C/2\C(N3[C@@H](CCC[C@@H]3CC2)C2=CC=C(C(=O)OC)C=C2)=O)C=CC1N1C=NC(=C1)C (methyl (E)-4-{(4S*,9aR*)-7-[3-methoxy-4-(4-methyl-1H-imidazol-1-yl)benzylidene]-6-oxooctahydroquinolizin-4-yl}benzoate), [Cl-].[NH4+] (ammonium chloride), C(C)(=O)OCC (ethyl acetate). Solvent: C1CCOC1 (THF). Conditions: temperature 0 celsius, time 2 hour. Product: OCC1=CC=C(C=C1)[C@H]1N2C(/C(/CC[C@H]2CCC1)=C/C1=CC(=C(C=C1)N1C=NC(=C1)C)OC)=O ((E)-(6S*,9aR*)-6-(4-hydroxymethylphenyl)-3-[3-methoxy-4-(4-methyl-1H-imidazol-1-yl)benzylidene]octahydroquinolizin-4-one). Yield: 50.9%. As a reaction SMILES: [H-].[Al+3].[Li+].[H-].[H-].[H-].[CH3:7][O:8][C:9]1[CH:10]=[C:11]([CH:34]=[CH:35][C:36]=1[N:37]1[CH:41]=[C:40]([CH3:42])[N:39]=[CH:38]1)/[CH:12]=[C:13]1/[C:14](=[O:33])[N:15]2[C@@H:20]([CH2:21][CH2:22]/1)[CH2:19][CH2:18][CH2:17][C@H:16]2[C:23]1[CH:32]=[CH:31][C:26]([C:27](OC)=[O:28])=[CH:25][CH:24]=1.[Cl-].[NH4+].C(OCC)(=O)C>C1COCC1>[OH:28][CH2:27][C:26]1[CH:31]=[CH:32][C:23]([C@@H:16]2[CH2:17][CH2:18][CH2:19][C@H:20]3[N:15]2[C:14](=[O:33])/[C:13](=[CH:12]/[C:11]2[CH:34]=[CH:35][C:36]([N:37]4[CH:41]=[C:40]([CH3:42])[N:39]=[CH:38]4)=[C:9]([O:8][CH3:7])[CH:10]=2)/[CH2:22][CH2:21]3)=[CH:24][CH:25]=1 |f:0.1.2.3.4.5,7.8|. Reported procedure: Lithium aluminum hydride (4 mg) was added to a solution of methyl (E)-4-{(4S*,9aR*)-7-[3-methoxy-4-(4-methyl-1H-imidazol-1-yl)benzylidene]-6-oxooctahydroquinolizin-4-yl}benzoate (50 mg) in THF (1 mL) at 0° C., and the reaction solution was stirred at 0° C. for two hours. A saturated ammonium chloride solution and ethyl acetate were added to the reaction solution, and the organic layer was separated. The resulting organic layer was dried over magnesium sulfate and then concentrated under reduced ... Starting materials: S(=O)(=O)([O-])[O-] (sulphate), NCCNC(=O)N1CCOCC1 (N-2-aminoethyl-4-morpholinecarboxamide), CC(COCCOC1=CC=C(OC2C(C)O2)C=C1)C (4-(2-(2-methylpropoxy)ethoxy)phenoxy-1,2-epoxypropane). Product: OC(CNCCNC(=O)N1CCOCC1)COC1=CC=C(C=C1)OCCOCC(C)C (N-(2-((2-hydroxy-3-(4-(2-(2-methylpropoxy)ethoxy)phenoxy)propyl)amino)ethyl)-4-morpholinecarboxamide). RXN SMILES: S([O-])([O-])(=O)=O.[NH2:6][CH2:7][CH2:8][NH:9][C:10]([N:12]1[CH2:17][CH2:16][O:15][CH2:14][CH2:13]1)=[O:11].[CH3:18][CH:19]([CH3:36])[CH2:20][O:21][CH2:22][CH2:23][O:24][C:25]1[CH:35]=[CH:34][C:28]([O:29][CH:30]2[O:33][CH:31]2[CH3:32])=[CH:27][CH:26]=1>>[OH:33][CH:31]([CH2:30][O:29][C:28]1[CH:34]=[CH:35][C:25]([O:24][CH2:23][CH2:22][O:21][CH2:20][CH:19]([CH3:36])[CH3:18])=[CH:26][CH:27]=1)[CH2:32][NH:6][CH2:7][CH2:8][NH:9][C:10]([N:12]1[CH2:17][CH2:16][O:15][CH2:14][CH2:13]1)=[O:11]. Procedure details: N-(2-((2-hydroxy-3-(4-(2-(2-methylpropoxy)ethoxy)phenoxy)propyl)amino)ethyl)-4-morpholinecarboxamide was prepared in accordance with example 4 using 10.1 g of the neutral sulphate of N-2-aminoethyl-4-morpholinecarboxamide and 9.3 g of 3-(4-(2-(2-methylpropoxy)ethoxy)phenoxy-1,2-epoxypropane as starting materials. Yield 3.9 g. Melting point 95°-96° C. (base). The structure was determined using NMR-analysis. Yields the product CCOC(=O)c1cc(-c2ccc(OC(F)F)c(OCC3CC3)c2)[nH]c1C=O. Reactants: CCOC(=O)c1cc(-c2ccc(OC(F)F)c(OCC3CC3)c2)[nH]c1COCc1ccc(OC)cc1, ClCCl, N#CC1=C(C#N)C(=O)C(Cl)=C(Cl)C1=O, O. Reaction SMILES: [CH:1]1([CH2:4][O:5][c:6]2[cH:7][c:8](-[c:16]3[cH:17][c:18]([C:32](=[O:33])[O:34][CH2:35][CH3:36])[c:19]([CH2:21][O:22][CH2:23][c:24]4[cH:25][cH:26][c:27]([O:28][CH3:29])[cH:30][cH:31]4)[nH:20]3)[cH:9][cH:10][c:11]2[O:12][CH:13]([F:14])[F:15])[CH2:2][CH2:3]1.[Cl:37][CH2:38][Cl:39].[Cl:40][C:41]1=[C:52]([Cl:53])[C:50](=[O:51])[C:47]([C:48]#[N:49])=[C:44]([C:45]#[N:46])[C:42]1=[O:43].[OH2:54]>>[CH:1]1([CH2:4][O:5][c:6]2[cH:7][c:8](-[c:16]3[cH:17][c:18]([C:32](=[O:33])[O:34][CH2:35][CH3:36])[c:19]([CH:21]=[O:22])[nH:20]3)[cH:9][cH:10][c:11]2[O:12][CH:13]([F:14])[F:15])[CH2:2][CH2:3]1. The reactants are BrC=1C=2N(C=CC1)N=C(N2)N (8-bromo-[1,2,4]triazolo[1,5-a]pyridin-2-ylamine), CS(=O)(=O)C=1C=C(C=CC1)B(O)O (3-(methanesulfonyl)phenyl boronic acid). The product is CS(=O)(=O)C=1C=C(C=CC1)C=1C=2N(C=CC1)N=C(N2)N (8-(3-Methanesulfonyl-phenyl)-[1,2,4]triazolo[1,5-a]pyridin-2-ylamine), solid. The yield is 73.0%. Reaction SMILES: Br[C:2]1[C:3]2[N:4]([N:8]=[C:9]([NH2:11])[N:10]=2)[CH:5]=[CH:6][CH:7]=1.[CH3:12][S:13]([C:16]1[CH:17]=[C:18](B(O)O)[CH:19]=[CH:20][CH:21]=1)(=[O:15])=[O:14]>>[CH3:12][S:13]([C:16]1[CH:21]=[C:20]([C:2]2[C:3]3[N:4]([N:8]=[C:9]([NH2:11])[N:10]=3)[CH:5]=[CH:6][CH:7]=2)[CH:19]=[CH:18][CH:17]=1)(=[O:15])=[O:14]. Reported procedure: 8-(3-Methanesulfonyl-phenyl)-[1,2,4]triazolo[1,5-a]pyridin-2-ylamine was prepared from 8-bromo-[1,2,4]triazolo[1,5-a]pyridin-2-ylamine (1.0 g, 4.7 mmol) and 3-(methanesulfonyl)phenyl boronic acid (1.0 g, 5.0 mmol) in a manner analogous to Step 2c. The reaction product was isolated as an off-white solid (0.99 g, 73%). MP=173-183° C. 1H NMR (400 MHz, (D3C)2SO, δ, ppm): 8.64-8.60 (m, 1H), 8.59 (t, J=1.6 Hz, 1H), 8.50-8.46 (m, 1H), 7.98-7.94 (m, 1H), 7.86-7.83 (m, 1H), 7.78 (dd, J=7.8, 7.8 Hz, 1H), ... The reactants are FC1=C(C=O)C=CC(=C1)O (2-fluoro-4-hydroxy-benzaldehyde), C(C1=CC=CC=C1)Br.C([O-])([O-])=O.[K+].[K+] (benzylbromide potassium carbonate). Run in CN(C)C=O (DMF). The product is C(C1=CC=CC=C1)OC1=CC(=C(C=O)C=C1)F (4-benzyloxy-2-fluoro-benzaldehyde). As a reaction SMILES: [F:1][C:2]1[CH:9]=[C:8]([OH:10])[CH:7]=[CH:6][C:3]=1[CH:4]=[O:5].[CH2:11](Br)[C:12]1[CH:17]=[CH:16][CH:15]=[CH:14][CH:13]=1.C(=O)([O-])[O-].[K+].[K+]>CN(C=O)C>[CH2:11]([O:10][C:8]1[CH:7]=[CH:6][C:3]([CH:4]=[O:5])=[C:2]([F:1])[CH:9]=1)[C:12]1[CH:17]=[CH:16][CH:15]=[CH:14][CH:13]=1 |f:1.2.3.4|. Procedure: In analogy to example 16.4, 2-fluoro-4-hydroxy-benzaldehyde (CAS-No: 348-27-6) was alkylated with benzylbromide/potassium carbonate in DMF to give 4-benzyloxy-2-fluoro-benzaldehyde. Off-white solid. MS 230.1 ([M+H]+) Starting materials: C(C1=CC=CC=C1)(=O)N=C=S (Benzoyl isothiocyanate), N[C@@]1([C@@H](C[C@@H](OC1)COCC1=CC=CC=C1)CO)C1=C(C=C(C=C1)F)F ([(2R,4R,55)-5-amino-2-[(benzyloxy)methyl]-5-(2,4-difluorophenyl)tetrahydro-2H-pyran-4-yl]methanol). Solvent: ClCCl (dichloromethane). Conditions: time 18 hour. The product is C(C1=CC=CC=C1)OC[C@H]1C[C@H]([C@@](CO1)(C1=C(C=C(C=C1)F)F)NC(=S)NC(C1=CC=CC=C1)=O)CO (N-{[(3S,4R,6R)-6-[(benzyloxy)methyl]-3-(2,4-difluorophenyl)-4-(hydroxymethyl)tetrahydro-2H-pyran-3-yl]carbamothioyl}benzamide). RXN SMILES: [C:1]([N:9]=[C:10]=[S:11])(=[O:8])[C:2]1[CH:7]=[CH:6][CH:5]=[CH:4][CH:3]=1.[NH2:12][C@@:13]1([C:30]2[CH:35]=[CH:34][C:33]([F:36])=[CH:32][C:31]=2[F:37])[CH2:18][O:17][C@@H:16]([CH2:19][O:20][CH2:21][C:22]2[CH:27]=[CH:26][CH:25]=[CH:24][CH:23]=2)[CH2:15][C@H:14]1[CH2:28][OH:29]>ClCCl>[CH2:21]([O:20][CH2:19][C@@H:16]1[O:17][CH2:18][C@@:13]([NH:12][C:10]([NH:9][C:1](=[O:8])[C:2]2[CH:7]=[CH:6][CH:5]=[CH:4][CH:3]=2)=[S:11])([C:30]2[CH:35]=[CH:34][C:33]([F:36])=[CH:32][C:31]=2[F:37])[C@H:14]([CH2:28][OH:29])[CH2:15]1)[C:22]1[CH:27]=[CH:26][CH:25]=[CH:24][CH:23]=1. Procedure: Benzoyl isothiocyanate (17.8 mL, 132 mmol) was added to a solution of C6 (48.7 g, 133 mmol) in dichloromethane (1.34 L), and the reaction mixture was allowed to stir at room temperature for 18 hours. Removal of solvent in vacuo afforded the product as a white solid, which was used without additional purification. Yield: 72.2 g, assumed quantitative. LCMS m/z 527.2 [M+H]+. 1H NMR (400 MHz, CD3OD), characteristic peaks: δ 7.89-7.93 (m, 2H), 7.62-7.67 (m, 1H), 7.50-7.56 (m, 2H), 7.42-7.54 (br m, 1H...